From a dataset of the Open Reaction Database (ORD), a public repository of structured organic reaction records. describe an organic reaction: reactants, conditions, products, and yield Starting materials: CN(C)C(=O)Oc1ccc2c(CBr)c(Cc3cccc([N+](=O)[O-])c3F)c(=O)oc2c1, CC#N, Cl, [F-], [K+], C1COCCOCCOCCOCCOCCO1, O. Yields the product CN(C)C(=O)Oc1ccc2c(CF)c(Cc3cccc([N+](=O)[O-])c3F)c(=O)oc2c1. As a reaction SMILES: [Br:1][CH2:2][c:3]1[c:4]([CH2:20][c:21]2[c:22]([F:30])[c:23]([N+:27](=[O:28])[O-:29])[cH:24][cH:25][cH:26]2)[c:5](=[O:19])[o:6][c:7]2[c:8]1[cH:9][cH:10][c:11]([O:13][C:14]([N:15]([CH3:16])[CH3:17])=[O:18])[cH:12]2.[CH3:53][C:54]#[N:55].[ClH:51].[F-:31].[K+:32].[O:33]1[CH2:34][CH2:35][O:36][CH2:37][CH2:38][O:39][CH2:40][CH2:41][O:42][CH2:43][CH2:44][O:45][CH2:46][CH2:47][O:48][CH2:49][CH2:50]1.[OH2:52]>>[CH2:2]([c:3]1[c:4]([CH2:20][c:21]2[c:22]([F:30])[c:23]([N+:27](=[O:28])[O-:29])[cH:24][cH:25][cH:26]2)[c:5](=[O:19])[o:6][c:7]2[c:8]1[cH:9][cH:10][c:11]([O:13][C:14]([N:15]([CH3:16])[CH3:17])=[O:18])[cH:12]2)[F:31]. Reactants: CN(N)C (1,1-Dimethylhydrazine), N(=C=O)C=1C(=NC=CC1)OC1=CC(=CC=C1)OC1=CC=CC=C1 (3-isocyanato-2-(3-phenoxyphenoxy)pyridine), ClC(Cl)(OC(OC(Cl)(Cl)Cl)=O)Cl (triphosgene). Run in C(Cl)Cl (methylene chloride), O1CCCC1 (tetrahydrofuran). Conditions: time 16 hour. Product: ClC=1N(C(N(N1)C)=O)C=1C(=NC=CC1)OC1=CC(=CC=C1)OC1=CC=CC=C1 (5-chloro-2,4-dihydro-2-methyl-4-[2-(3-phenoxyphenoxy)-3-pyridinyl]-3H-1,2,4-triazol-3-one). As a reaction SMILES: [N:1]([C:4]1[C:5]([O:10][C:11]2[CH:16]=[CH:15][CH:14]=[C:13]([O:17][C:18]3[CH:23]=[CH:22][CH:21]=[CH:20][CH:19]=3)[CH:12]=2)=[N:6][CH:7]=[CH:8][CH:9]=1)=[C:2]=[O:3].C[N:25]([CH3:27])[NH2:26].[Cl:28][C:29](Cl)(OC(=O)OC(Cl)(Cl)Cl)Cl>O1CCCC1.C(Cl)Cl>[Cl:28][C:29]1[N:1]([C:4]2[C:5]([O:10][C:11]3[CH:16]=[CH:15][CH:14]=[C:13]([O:17][C:18]4[CH:23]=[CH:22][CH:21]=[CH:20][CH:19]=4)[CH:12]=3)=[N:6][CH:7]=[CH:8][CH:9]=2)[C:2](=[O:3])[N:25]([CH3:27])[N:26]=1. Procedure: The solids from Step B were dissolved in 100 mL of dry tetrahydrofuran. 1,1-Dimethylhydrazine (3 g, 50.0 mmol) was added and the reaction mixture was stirred at room temperature for 16 h. The reaction mixture was concentrated under reduced pressure. The residue was diluted with water and extracted twice with diethyl ether. The combined organic layers were then washed once with saturated aqueous NaCl solution and dried over magnesium sulfate. The solvent was removed under reduced pressure to give... Starting materials: C(CCC)[Sn](C=1SC=CN1)(CCCC)CCCC (tributyl-2-thiazolyltin), O[C@H]1[C@H](C2=CC=CC=C2C1)NC([C@@H]([C@@H]([C@H]([C@H](C(=O)N[C@@H](C(C)C)C(NC)=O)OCC1=CC=C(C=C1)Br)O)O)OCC1=CC=C(C=C1)Br)=O (N1-[(1S,2R)-2-hydroxy-2,3-dihydro-1H-1-indenyl]-N6-[(1S)-2-methyl-1-(methylcarbamoyl)propyl]-(2R,3R,4R,5R)-2,5-di(4-bromobenzyloxy)-3,4-dihydroxyhexanediamide). Reagents/catalysts: Cl[Pd]([P](C1=CC=CC=C1)(C2=CC=CC=C2)C3=CC=CC=C3)([P](C4=CC=CC=C4)(C5=CC=CC=C5)C6=CC=CC=C6)Cl (PdCl2(PPh3)2). Solvent: CN(C)C=O (DMF). Reaction conditions: temperature 90 celsius, time 16 hour. The product is O[C@H]1[C@H](C2=CC=CC=C2C1)NC([C@@H]([C@@H]([C@H]([C@H](C(=O)N[C@@H](C(C)C)C(NC)=O)OCC1=CC=C(C=C1)C=1SC=CN1)O)O)OCC1=CC=C(C=C1)C=1SC=CN1)=O (N1-[(1S,2R)-2-Hydroxy-2,3-dihydro-1H-1-indenyl]-N6-[(1S)-2-methyl-1-(methylcarbamoyl)propyl]-(2R,3R,4R,5R)-2,5-di[4-(2-thiazolyl)benzyloxy]-3,4-dihydroxyhexanediamide). Isolated yield 73.0%. As a reaction SMILES: [OH:1][C@@H:2]1[CH2:10][C:9]2[C:4](=[CH:5][CH:6]=[CH:7][CH:8]=2)[C@@H:3]1[NH:11][C:12](=[O:48])[C@H:13]([O:39][CH2:40][C:41]1[CH:46]=[CH:45][C:44](Br)=[CH:43][CH:42]=1)[C@H:14]([OH:38])[C@@H:15]([OH:37])[C@@H:16]([O:28][CH2:29][C:30]1[CH:35]=[CH:34][C:33](Br)=[CH:32][CH:31]=1)[C:17]([NH:19][C@H:20]([C:24](=[O:27])[NH:25][CH3:26])[CH:21]([CH3:23])[CH3:22])=[O:18].C([Sn](CCCC)(CCCC)[C:54]1[S:55][CH:56]=[CH:57][N:58]=1)CCC>Cl[Pd](Cl)([P](C1C=CC=CC=1)(C1C=CC=CC=1)C1C=CC=CC=1)[P](C1C=CC=CC=1)(C1C=CC=CC=1)C1C=CC=CC=1.CN(C=O)C>[OH:1][C@@H:2]1[CH2:10][C:9]2[C:4](=[CH:5][CH:6]=[CH:7][CH:8]=2)[C@@H:3]1[NH:11][C:12](=[O:48])[C@H:13]([O:39][CH2:40][C:41]1[CH:46]=[CH:45][C:44]([C:54]2[S:55][CH:56]=[CH:57][N:58]=2)=[CH:43][CH:42]=1)[C@H:14]([OH:38])[C@@H:15]([OH:37])[C@@H:16]([O:28][CH2:29][C:30]1[CH:35]=[CH:34][C:33]([C:54]2[S:55][CH:56]=[CH:57][N:58]=2)=[CH:32][CH:31]=1)[C:17]([NH:19][C@H:20]([C:24](=[O:27])[NH:25][CH3:26])[CH:21]([CH3:23])[CH3:22])=[O:18] |^1:69,88|. Reported procedure: A mixture of N1-[(1S,2R)-2-hydroxy-2,3-dihydro-1H-1-indenyl]-N6-[(1S)-2-methyl-1-(methylcarbamoyl)propyl]-(2R,3R,4R,5R)-2,5-di(4-bromobenzyloxy)-3,4-dihydroxyhexanediamide, prepared analagously to Example 11 of WO98/45330 using 4-bromobenzyl (130 mg, 0.164 mmol), tributyl-2-thiazolyltin (554 mg, 1.47 mmol), PdCl2(PPh3)2 (120 mg, 0.5 M suspension in DMF), and dry DMF (3 ml) was twice degassed and flushed with argon and then stirred at 90° C./16 h, evaporated to near dryness, washed with a little ... The reactants are solution, Cl (HCl), C(C)(=O)N1CCN(CC1)CC1=CC=C(OC2CN(C2)C(=O)OC(C)(C)C)C=C1 (tert-butyl 3-(4-((4-acetylpiperazin-1-yl)methyl)phenoxy)azetidine-1-carboxylate). Run in CO (MeOH), CO (MeOH). Reaction conditions: time 1 hour. Yields the product N1CC(C1)OC1=CC=C(CN2CCN(CC2)C(C)=O)C=C1 (1-(4-(4-(Azetidin-3-yloxy)benzyl)piperazin-1-yl)ethanone). Yield: 70.4%. RXN SMILES: [C:1]([N:4]1[CH2:9][CH2:8][N:7]([CH2:10][C:11]2[CH:28]=[CH:27][C:14]([O:15][CH:16]3[CH2:19][N:18](C(OC(C)(C)C)=O)[CH2:17]3)=[CH:13][CH:12]=2)[CH2:6][CH2:5]1)(=[O:3])[CH3:2].Cl>CO>[NH:18]1[CH2:17][CH:16]([O:15][C:14]2[CH:27]=[CH:28][C:11]([CH2:10][N:7]3[CH2:6][CH2:5][N:4]([C:1](=[O:3])[CH3:2])[CH2:9][CH2:8]3)=[CH:12][CH:13]=2)[CH2:19]1. Reported procedure: Intermediate 23A (1.5 g, 2.7 mmol) was dissolved in MeOH (20 mL), a 4.0 M solution of HCl in MeOH (2 mL) was added and the reaction mixture was stirred at RT for one hour. The mixture was concentrated and the residue was co-evaporated with EtOH several times. The residue was triturated with THF and then DCM (50 mL) and aqueous K2CO3 (5 g dissolved in 5 mL water) were added. After phases were separation, the organic phase was dried (Na2CO3) and the solvent was removed by evaporation. There was ob... Starting materials: COC=1C(=CC2=CC=CC=C2C1)C(=O)O (3-Methoxy-2-naphthoic acid), ClC=1C=C(C=CC1F)C1=CC=C(C=C1)C[C@H](C1=NC(=NO1)C)N (2-(3′-Chloro-4′-fluoro-biphenyl-4-yl)-1-(R)-(3-methyl-[1,2,4]oxadiazol-5-yl)-ethylamine). Product: ClC=1C=C(C=CC1F)C1=CC=C(C=C1)C[C@H](C1=NC(=NO1)C)NC(=O)C1=CC2=CC=CC=C2C=C1OC (3-Methoxy-naphthalene-2-carboxylic acid [2-(3′-chloro-4′-fluoro-biphenyl-4-yl)-1-(R)-(3-methyl-[1,2,4]oxadiazol-5-yl)-ethyl]-amide). The yield is 33.2%. Reaction SMILES: [CH3:1][O:2][C:3]1[C:4]([C:13]([OH:15])=O)=[CH:5][C:6]2[C:11]([CH:12]=1)=[CH:10][CH:9]=[CH:8][CH:7]=2.[Cl:16][C:17]1[CH:18]=[C:19]([C:24]2[CH:29]=[CH:28][C:27]([CH2:30][C@@H:31]([NH2:38])[C:32]3[O:36][N:35]=[C:34]([CH3:37])[N:33]=3)=[CH:26][CH:25]=2)[CH:20]=[CH:21][C:22]=1[F:23]>>[Cl:16][C:17]1[CH:18]=[C:19]([C:24]2[CH:29]=[CH:28][C:27]([CH2:30][C@@H:31]([NH:38][C:13]([C:4]3[C:3]([O:2][CH3:1])=[CH:12][C:11]4[C:6](=[CH:7][CH:8]=[CH:9][CH:10]=4)[CH:5]=3)=[O:15])[C:32]3[O:36][N:35]=[C:34]([CH3:37])[N:33]=3)=[CH:26][CH:25]=2)[CH:20]=[CH:21][C:22]=1[F:23]. Procedure details: 3-Methoxy-2-naphthoic acid 86 mg (0.43 mmol) and the 2-(3′-Chloro-4′-fluoro-biphenyl-4-yl)-1-(R)-(3-methyl-[1,2,4]oxadiazol-5-yl)-ethylamine 100 mg (0.35 mmol) were coupled using the general procedure A. to afford the 3-Methoxy-naphthalene-2-carboxylic acid [2-(3′-chloro-4′-fluoro-biphenyl-4-yl)-1-(R)-(3-methyl-[1,2,4]oxadiazol-5-yl)-ethyl]-amide 60 mg. The reactants are Cl.C(C1=CC=CC=C1)(OCC)=N (ethyl benzimidate hydrochloride), COC(CN)OC (aminoacetaldehyde dimethyl acetal). The solvent is CO (methanol), [OH-].[Na+] (NaOH), CO (methanol). Reaction conditions: time 3 day. Yields the product COC(CNC(C1=CC=CC=C1)=N)OC (N-(2,2-dimethoxyethyl)benzamidine). The yield is 104.5%. As a reaction SMILES: Cl.[C:2](=[NH:12])(OCC)[C:3]1[CH:8]=[CH:7][CH:6]=[CH:5][CH:4]=1.[CH3:13][O:14][CH:15]([O:18][CH3:19])[CH2:16][NH2:17]>CO.[OH-].[Na+]>[CH3:13][O:14][CH:15]([O:18][CH3:19])[CH2:16][NH:17][C:2](=[NH:12])[C:3]1[CH:4]=[CH:5][CH:6]=[CH:7][CH:8]=1 |f:0.1,4.5|. Procedure: (EX-1A) A solution of ethyl benzimidate hydrochloride (92.25 g, 496.9 mmol) in 300.0 mL dry methanol (1.68 M) was cooled to ca 0° C. and added a solution of aminoacetaldehyde dimethyl acetal (73.10 mL, 670.9 mmol) in dry methanol (75.0 mL, 9.0 M) drop wise at such a rate the temperature was kept below 5° C. The resulting solution was allowed to stir for 3 days with the temperature being maintained below 5° C. The reaction mixture was then concentrated under reduced pressure to give a yellow oil.... Reactants: O=C([O-])O, ClC(Cl)Cl, Cc1csc(CO)c1Cl, [Na+], O=S(Cl)Cl. The product is Cc1csc(CCl)c1Cl. Reaction SMILES: [C:14](=[O:15])([O-:16])[OH:17].[CH:19]([Cl:20])([Cl:21])[Cl:22].[Cl:5][c:6]1[c:7]([CH2:12][OH:13])[s:8][cH:9][c:10]1[CH3:11].[Na+:18].[S:1]([Cl:2])([Cl:3])=[O:4]>>[Cl:3][CH2:12][c:7]1[c:6]([Cl:5])[c:10]([CH3:11])[cH:9][s:8]1. Starting materials: CN1C(CC2=CC=CC=C12)=O (1-methylindolin-2-one), N1N=NC2=C1C=C(C=C2)C=O (1H-benzo[d][1,2,3]triazole-6-carbaldehyde). The product is N1N=NC2=C1C=CC(=C2)\C=C/2\C(N(C1=CC=CC=C21)C)=O ((E)-3-((1H-benzo[d][1.2.3]triazol-5-yl)methylene)-1-methylindolin-2-one), yellow solid. The yield is 10.0%. Reaction SMILES: [CH3:1][N:2]1[C:10]2[C:5](=[CH:6][CH:7]=[CH:8][CH:9]=2)[CH2:4][C:3]1=[O:11].[NH:12]1[C:16]2[CH:17]=[C:18]([CH:21]=O)[CH:19]=[CH:20][C:15]=2[N:14]=[N:13]1>>[NH:14]1[C:15]2[CH:20]=[CH:19][C:18](/[CH:21]=[C:4]3/[C:3](=[O:11])[N:2]([CH3:1])[C:10]4[C:5]/3=[CH:6][CH:7]=[CH:8][CH:9]=4)=[CH:17][C:16]=2[N:12]=[N:13]1. Reported procedure: The title compound was synthesized according to the method described for Example A11B, except substituting 1-methylindolin-2-one (18 mg, 0.124 mmol) and 1H-benzo[d][1,2,3]triazole-6-carbaldehyde (20 mg, 0.136 mmol) and then purified by preparatory HPLC to obtain 3.4 mg, 10% of a yellow solid. 1H NMR (400 MHz, CD3OD) δ 8.23 (bs, 1H), 8.00 (bs, 1H), 7.95 (s, 1H), 7.84-7.75 (m, 1H), 7.59 (d, J=7.58 Hz, 1H), 7.34 (t, J=8.00 Hz, 1H), 7.04 (d, J=7.83 Hz, 1H), 6.92 (d, J=7.58 Hz, 1H), 3.35 (s, 3H); MS ... Starting materials: CC(N)c1ccc(Br)cc1, CCN=C=NCCCN(C)C, N#CCc1c(C(=O)O)nn(-c2ccccc2Cl)c1-c1ccc(Cl)cc1, ClCCl, On1nnc2ccccc21. Product: CC(NC(=O)c1nn(-c2ccccc2Cl)c(-c2ccc(Cl)cc2)c1CC#N)c1ccc(Br)cc1. RXN SMILES: [Br:47][c:48]1[cH:49][cH:50][c:51]([CH:54]([CH3:55])[NH2:56])[cH:52][cH:53]1.[CH3:1][CH2:2][N:3]=[C:4]=[N:5][CH2:6][CH2:7][CH2:8][N:9]([CH3:10])[CH3:11].[Cl:12][c:13]1[cH:14][cH:15][c:16](-[c:19]2[c:20]([CH2:34][C:35]#[N:36])[c:21]([C:31](=[O:32])[OH:33])[n:22][n:23]2-[c:24]2[c:25]([Cl:30])[cH:26][cH:27][cH:28][cH:29]2)[cH:17][cH:18]1.[Cl:57][CH2:58][Cl:59].[OH:37][n:38]1[c:39]2[c:40]([cH:41][cH:42][cH:43][cH:44]2)[n:45][n:46]1>>[Cl:12][c:13]1[cH:14][cH:15][c:16](-[c:19]2[c:20]([CH2:34][C:35]#[N:36])[c:21]([C:31](=[O:32])[NH:56][CH:54]([c:51]3[cH:50][cH:49][c:48]([Br:47])[cH:53][cH:52]3)[CH3:55])[n:22][n:23]2-[c:24]2[c:25]([Cl:30])[cH:26][cH:27][cH:28][cH:29]2)[cH:17][cH:18]1.